From a dataset of the Open Reaction Database (ORD), a public repository of structured organic reaction records. describe an organic reaction: reactants, conditions, products, and yield Starting materials: CC=1C=C(C=CC1)N=C=O (3-Methylphenyl isocyanate), NCC1=NN=C(N1C=1SC(=CC1C(C1=C(C=CC=C1)Cl)=O)CC(=O)OC)C (methyl (2-(3-aminomethyl-5-methyl[1,2,4]triazol-4-yl)-3-(2-chlorobenzoyl)thiophen-5-yl)acetate). The product is ClC1=C(C(=O)C2=C(SC(=C2)CC(=O)OC)N2C(=NN=C2C)CNC(=O)NC2=CC(=CC=C2)C)C=CC=C1 (methyl (3-(2-chlorobenzoyl)-2-(3-(3-(3-methylphenyl)ureidomethyl)-5-methyl[1,2,4]triazol-4-yl)thiophen-5-yl)acetate). RXN SMILES: [CH3:1][C:2]1[CH:3]=[C:4]([N:8]=[C:9]=[O:10])[CH:5]=[CH:6][CH:7]=1.[NH2:11][CH2:12][C:13]1[N:17]([C:18]2[S:19][C:20]([CH2:32][C:33]([O:35][CH3:36])=[O:34])=[CH:21][C:22]=2[C:23](=[O:31])[C:24]2[CH:29]=[CH:28][CH:27]=[CH:26][C:25]=2[Cl:30])[C:16]([CH3:37])=[N:15][N:14]=1>>[Cl:30][C:25]1[CH:26]=[CH:27][CH:28]=[CH:29][C:24]=1[C:23]([C:22]1[CH:21]=[C:20]([CH2:32][C:33]([O:35][CH3:36])=[O:34])[S:19][C:18]=1[N:17]1[C:16]([CH3:37])=[N:15][N:14]=[C:13]1[CH2:12][NH:11][C:9]([NH:8][C:4]1[CH:5]=[CH:6][CH:7]=[C:2]([CH3:1])[CH:3]=1)=[O:10])=[O:31]. Reported procedure: 3-Methylphenyl isocyanate and methyl (2-(3-aminomethyl-5-methyl[1,2,4]triazol-4-yl)-3-(2-chlorobenzoyl)thiophen-5-yl)acetate are reacted to give methyl (3-(2-chlorobenzoyl)-2-(3-(3-(3-methylphenyl)ureidomethyl)-5-methyl[1,2,4]triazol-4-yl)thiophen-5-yl)acetate.